From a dataset of the Open Reaction Database (ORD), a public repository of structured organic reaction records. describe an organic reaction: reactants, conditions, products, and yield RXN SMILES: [C:1]([O:2][C:3](=[O:4])[NH:7][CH:8]([CH2:9][CH3:10])[CH:11]([OH:12])[c:13]1[n:14][c:15]([CH2:18][CH3:19])[n:16][o:17]1)([CH3:5])([CH3:6])[CH3:20].[CH3:31][c:32]1[cH:33][cH:34][cH:35][cH:36][cH:37]1.[Cl:28][CH2:29][Cl:30].[OH:21][C:22]([C:23]([F:24])([F:25])[F:26])=[O:27]>>[NH2:7][CH:8]([CH2:9][CH3:10])[CH:11]([OH:12])[c:13]1[n:14][c:15]([CH2:18][CH3:19])[n:16][o:17]1. The product is CCc1noc(C(O)C(N)CC)n1. Reactants: CCc1noc(C(O)C(CC)NC(=O)OC(C)(C)C)n1, Cc1ccccc1, ClCCl, O=C(O)C(F)(F)F. Starting materials: ClC=1N=C(C=2N=CN([C@H]3[C@H](O)[C@H](O)[C@@H](CO)O3)C2N1)N (2-chloroadenosine), O1CCOC12CCC(CC2)CCN (1,4-dioxaspiro[4.5]decane-8-ethanamine). Conditions: time 4 hour. The product is O1CCOC12CCC(CC2)CCNC=2N=C(C=1N=CN([C@H]3[C@H](O)[C@H](O)[C@@H](CO)O3)C1N2)N (2-[2-(1,4-dioxaspiro[4.5]dec-8-yl)ethylamino]adenosine). RXN SMILES: Cl[C:2]1[N:3]=[C:4]([NH2:20])[C:5]2[N:6]=[CH:7][N:8]([C:18]=2[N:19]=1)[C@@H:9]1[O:17][C@H:14]([CH2:15][OH:16])[C@@H:12]([OH:13])[C@H:10]1[OH:11].[O:21]1[C:25]2([CH2:30][CH2:29][CH:28]([CH2:31][CH2:32][NH2:33])[CH2:27][CH2:26]2)[O:24][CH2:23][CH2:22]1>>[O:21]1[C:25]2([CH2:30][CH2:29][CH:28]([CH2:31][CH2:32][NH:33][C:2]3[N:3]=[C:4]([NH2:20])[C:5]4[N:6]=[CH:7][N:8]([C:18]=4[N:19]=3)[C@@H:9]3[O:17][C@H:14]([CH2:15][OH:16])[C@@H:12]([OH:13])[C@H:10]3[OH:11])[CH2:27][CH2:26]2)[O:24][CH2:23][CH2:22]1. Procedure: A mixture of 2-chloroadenosine (0.3 g) and 1,4-dioxaspiro[4.5]decane-8-ethanamine (1.0 g) is heated under nitrogen at 140° for 6 hours. It is evaporated to dryness at reduced pressure, the residue is dissolved in ethanol, the solution is treated with propylene oxide (2 ml) and stirred 4 hours. The precipitate is collected, washed with ethanol and dried in vacuo to give 2-[2-(1,4-dioxaspiro[4.5]dec-8-yl)ethylamino]adenosine, [alpha]D25 =-27.3° (MeOH), m.p. 133°-137°. Reactants: CCO, O=C(O)Cc1ccc(Cl)cc1C(=O)c1ccc([N+](=O)[O-])cc1, Cl, NN, O. Product: O=[N+]([O-])c1ccc(C2OCCc3ccc(Cl)cc32)cc1. As a reaction SMILES: [CH3:27][CH2:28][OH:29].[Cl:1][c:2]1[cH:3][c:4]([C:12]([c:13]2[cH:14][cH:15][c:16]([N+:19](=[O:20])[O-:21])[cH:17][cH:18]2)=[O:22])[c:5]([CH2:8][C:9]([OH:10])=[O:11])[cH:6][cH:7]1.[ClH:26].[NH2:24][NH2:25].[OH2:23]>>[Cl:1][c:2]1[cH:3][c:4]2[c:5]([cH:6][cH:7]1)[CH2:8][CH2:9][O:22][CH:12]2[c:13]1[cH:14][cH:15][c:16]([N+:19](=[O:20])[O-:21])[cH:17][cH:18]1. Reactants: CCNc1ccc(C#N)cc1N=C1SC(=C2Sc3cccc(OCCN4CCOCC4)c3N2C)C(=O)N1Cc1ccccc1, CCNc1ccc(C#N)cc1N=C1SC(=C2Sc3cc(OCCO)ccc3N2C)C(=O)N1Cc1ccccc1. Product: CCNc1ccc(C#N)cc1N=C1SC(=C2Sc3cc(OCCN4CCOCC4)ccc3N2C)C(=O)N1Cc1ccccc1. Reaction SMILES: [CH2:1]([N:2]1[C:3](=[O:4])[C:5](=[C:6]2[N:7]([CH3:8])[c:9]3[c:10]([O:11][CH2:25][CH2:26][N:27]4[CH2:28][CH2:29][O:30][CH2:31][CH2:32]4)[cH:12][cH:13][cH:14][c:15]3[S:16]2)[S:17][C:18]1=[N:19][c:20]1[cH:21][c:22]([C:37]#[N:38])[cH:23][cH:24][c:33]1[NH:34][CH2:35][CH3:36])[c:39]1[cH:40][cH:41][cH:42][cH:43][cH:44]1.[CH2:45]([c:46]1[cH:47][cH:48][cH:49][cH:50][cH:51]1)[N:52]1[C:53](=[N:72][c:73]2[cH:74][c:75]([C:76]#[N:77])[cH:78][cH:79][c:80]2[NH:81][CH2:82][CH3:83])[S:54][C:55](=[C:58]2[S:59][c:60]3[c:61]([cH:64][cH:65][c:66]([O:68][CH2:69][CH2:70][OH:71])[cH:67]3)[N:62]2[CH3:63])[C:56]1=[O:57]>>[CH2:25]([CH2:26][N:27]1[CH2:28][CH2:29][O:30][CH2:31][CH2:32]1)[O:68][c:66]1[cH:65][cH:64][c:61]2[c:60]([cH:67]1)[S:59][C:58](=[C:55]1[S:54][C:53](=[N:72][c:73]3[cH:74][c:75]([C:76]#[N:77])[cH:78][cH:79][c:80]3[NH:81][CH2:82][CH3:83])[N:52]([CH2:45][c:46]3[cH:47][cH:48][cH:49][cH:50][cH:51]3)[C:56]1=[O:57])[N:62]2[CH3:63]. Reactants: CC(C)(C)OC(=O)N1CCN(c2ncc(CC(F)(F)F)s2)CC1, Cl, C1COCCO1. Product: Cl, FC(F)(F)Cc1cnc(N2CCNCC2)s1. As a reaction SMILES: [C:1]([O:2][C:3](=[O:4])[N:8]1[CH2:9][CH2:10][N:11]([c:14]2[s:15][c:16]([CH2:19][C:20]([F:21])([F:22])[F:23])[cH:17][n:18]2)[CH2:12][CH2:13]1)([CH3:5])([CH3:6])[CH3:7].[ClH:24].[O:25]1[CH2:26][CH2:27][O:28][CH2:29][CH2:30]1>>[ClH:24].[NH:8]1[CH2:9][CH2:10][N:11]([c:14]2[s:15][c:16]([CH2:19][C:20]([F:21])([F:22])[F:23])[cH:17][n:18]2)[CH2:12][CH2:13]1. The reactants are CC=NOC(c1ccc(C(F)(F)F)cc1)c1ccccc1C(=NOC)C(N)=O, COCC(=O)Cl, Cc1ccccc1, c1ccncc1. The product is CC=NOC(c1ccc(C(F)(F)F)cc1)c1ccccc1C(=NOC)C(=O)NC(=O)COC. Reaction SMILES: [CH3:1][O:2][N:3]=[C:4]([C:5](=[O:6])[NH2:7])[c:8]1[c:9]([CH:14]([c:15]2[cH:16][cH:17][c:18]([C:21]([F:22])([F:23])[F:24])[cH:19][cH:20]2)[O:25][N:26]=[CH:27][CH3:28])[cH:10][cH:11][cH:12][cH:13]1.[CH3:35][O:36][CH2:37][C:38](=[O:39])[Cl:40].[CH3:41][c:42]1[cH:43][cH:44][cH:45][cH:46][cH:47]1.[cH:29]1[cH:30][cH:31][n:32][cH:33][cH:34]1>>[CH3:1][O:2][N:3]=[C:4]([C:5](=[O:6])[NH:7][C:38]([CH2:37][O:36][CH3:35])=[O:39])[c:8]1[c:9]([CH:14]([c:15]2[cH:16][cH:17][c:18]([C:21]([F:22])([F:23])[F:24])[cH:19][cH:20]2)[O:25][N:26]=[CH:27][CH3:28])[cH:10][cH:11][cH:12][cH:13]1. Starting materials: ClC1=CC2=C(C(=N1)C=O)C(=NN2C(C2=CC=CC=C2)(C2=CC=CC=C2)C2=CC=CC=C2)OC (6-chloro-3-methoxy-1-trityl-1H-pyrazolo[4,3-c]pyridine-4-carbaldehyde), [N+](#[C-])CS(=O)(=O)C1=CC=C(C=C1)C (1-(isocyanomethylsulfonyl)-4-methylbenzene), ClC1=CC2=C(C(=N1)C=O)C(=NN2C(C2=CC=CC=C2)(C2=CC=CC=C2)C2=CC=CC=C2)OC (6-chloro-3-methoxy-1-trityl-1H-pyrazolo[4,3-c]pyridine-4-carbaldehyde), C([O-])([O-])=O.[K+].[K+] (potassium carbonate). Run in CO (MeOH). Run at temperature 65 celsius, time 8 hour. Yields the product ClC1=CC2=C(C(=N1)C1=CN=CO1)C(=NN2C(C2=CC=CC=C2)(C2=CC=CC=C2)C2=CC=CC=C2)OC (5-(6-chloro-3-methoxy-1-trityl-1H-pyrazolo[4,3-c]pyridin-4-yl)oxazole). As a reaction SMILES: [Cl:1][C:2]1[N:7]=[C:6]([CH:8]=[O:9])[C:5]2[C:10]([O:32][CH3:33])=[N:11][N:12]([C:13]([C:26]3[CH:31]=[CH:30][CH:29]=[CH:28][CH:27]=3)([C:20]3[CH:25]=[CH:24][CH:23]=[CH:22][CH:21]=3)[C:14]3[CH:19]=[CH:18][CH:17]=[CH:16][CH:15]=3)[C:4]=2[CH:3]=1.C(=O)([O-])[O-].[K+].[K+].[N+:40]([CH2:42]S(C1C=CC(C)=CC=1)(=O)=O)#[C-:41]>CO>[Cl:1][C:2]1[N:7]=[C:6]([C:8]2[O:9][CH:42]=[N:40][CH:41]=2)[C:5]2[C:10]([O:32][CH3:33])=[N:11][N:12]([C:13]([C:14]3[CH:19]=[CH:18][CH:17]=[CH:16][CH:15]=3)([C:20]3[CH:21]=[CH:22][CH:23]=[CH:24][CH:25]=3)[C:26]3[CH:27]=[CH:28][CH:29]=[CH:30][CH:31]=3)[C:4]=2[CH:3]=1 |f:1.2.3|. Procedure details: 6-chloro-3-methoxy-1-trityl-1H-pyrazolo[4,3-c]pyridine-4-carbaldehyde (Intermediate 11B, 200 mg, 0.441 mmol), potassium carbonate (63.9 mg, 0.463 mmol) and 1-(isocyanomethylsulfonyl)-4-methylbenzene (90 mg, 0.463 mmol) were taken up in MeOH (1.8 ml) and were stirred at 65° C. overnight. The mixture was concentrated in vacuo while loading onto silica gel and purificied by MPLC 0-25% EtOAc/DCM to give 5-(6-chloro-3-methoxy-1-trityl-1H-pyrazolo[4,3-c]pyridin-4-yl)oxazole (54B). MS: [M+H]+ m/z 493. The reactants are C(C)(C)(C)OC(=O)N1CC(CCC1)C1=NC(=CN=C1)Cl (3-(6-chloro-pyrazin-2-yl)-piperidine-1-carboxylic acid tert-butyl ester), ClC=1C=C2C(NC(C2=CC1)=O)(C)C (5-chloro-3,3-dimethyl-2,3-dihydro-isoindol-1-one), [C@H]1([C@H](CCCC1)N)N ((1S,2S) -cyclohexane-1,2-diamine), C(=O)([O-])[O-].[Cs+].[Cs+] (Cs2CO3). The reagents and catalysts are [Cu]I (CuI). The solvent is O1CCOCC1 (dioxane), O (H2O). Yields the product C(C)(C)(C)OC(=O)N1CC(CCC1)C1=NC(=CN=C1)N1C(C2=CC(=CC=C2C1=O)Cl)(C)C (3-[6-(6-Chloro-1,1-dimethyl-3-oxo-1,3-dihydro-isoindol-2-yl)-pyrazin-2-yl]-piperidine-1-carboxylic acid tert-butyl ester). Yield: 32.8%. RXN SMILES: [C:1]([O:5][C:6]([N:8]1[CH2:13][CH2:12][CH2:11][CH:10]([C:14]2[CH:19]=[N:18][CH:17]=[C:16](Cl)[N:15]=2)[CH2:9]1)=[O:7])([CH3:4])([CH3:3])[CH3:2].[Cl:21][C:22]1[CH:23]=[C:24]2[C:28](=[CH:29][CH:30]=1)[C:27](=[O:31])[NH:26][C:25]2([CH3:33])[CH3:32].[C@H]1(N)CCCC[C@@H]1N.C([O-])([O-])=O.[Cs+].[Cs+]>O1CCOCC1.[Cu]I.O>[C:1]([O:5][C:6]([N:8]1[CH2:13][CH2:12][CH2:11][CH:10]([C:14]2[CH:19]=[N:18][CH:17]=[C:16]([N:26]3[C:27](=[O:31])[C:28]4[C:24](=[CH:23][C:22]([Cl:21])=[CH:30][CH:29]=4)[C:25]3([CH3:33])[CH3:32])[N:15]=2)[CH2:9]1)=[O:7])([CH3:4])([CH3:3])[CH3:2] |f:3.4.5|. Reported procedure: A mixture of 3-(6-chloro-pyrazin-2-yl)-piperidine-1-carboxylic acid tert-butyl ester (892.5 mg, 3.0 mmol), 5-chloro-3,3-dimethyl-2,3-dihydro-isoindol-1-one (intermediate A-12, 586.5 mg, 3.0 mmol), CuI (171.4 mg, 0.9 mmol), (1S,2S) -cyclohexane-1,2-diamine (205.2 mg, 1.8 mmol) and Cs2CO3 (1.956 g, 6.0 mmol) were dissolved in dioxane (15 mL). The reaction mixture was subjected to microwave reaction at 150° C. for 2.5 hours before it was poured into H2O (50 mL) and extracted with EtOAc (50 mL×2). T... Starting materials: C(C)N(CCCN1N=C(C2=C(C=CC=C12)Cl)NCCCN(CC)CC)CC (1-(3-diethylaminopropyl)-3-(3-diethylaminopropylamino)-4-chloroindazole), Cl (hydrogen chloride), C(C)OCC (diethyl ether). Solvent: C(C)O (ethyl alcohol). Product: Cl.Cl.ClC1=C2C=NNC2=CC=C1 (4-chloroindazole dihydrochloride). As a reaction SMILES: C(N(CC)CCC[N:7]1[C:15]2[C:10](=[C:11]([Cl:16])[CH:12]=[CH:13][CH:14]=2)[C:9](NCCCN(CC)CC)=[N:8]1)C.[ClH:28].C(OCC)C>C(O)C>[ClH:16].[ClH:28].[Cl:16][C:11]1[CH:12]=[CH:13][CH:14]=[C:15]2[C:10]=1[CH:9]=[N:8][NH:7]2 |f:4.5.6|. Procedure details: In 50 ml of absolute ethyl alcohol was dissolved 3.2 g of the 1-(3-diethylaminopropyl)-3-(3-diethylaminopropylamino)-4-chloroindazole, and into the solution was introduced dried hydrogen chloride gas under cooling with ice. Then to the solution was added anhydrous diethyl ether to separate crystals. The crystals were obtained by filtration and dried to give 1-(3-diethylaminopropyl)-3-diethylaminopropylamino)-4-chloroindazole dihydrochloride having the following analytical value. The reactants are CrO3, O1C(CCC1)COC(=O)C=1C(C(=C(NC1C)C)C(=O)OC)C1=C(C=CC=C1)[N+](=O)[O-] (2,6-dimethyl-4-(2-nitrophenyl)-1,4-dihydropyridine-3,5-dicarboxylic acid 3-methyl ester 5-(tetrahydrofuran-2-ylmethyl) ester), [NH4+].[OH-] (NH4OH). The solvent is C(C)(=O)O (acetic acid). Yields the product O1C(CCC1)COC(=O)C=1C(=C(C(=NC1C)C)C(=O)OC)C1=C(C=CC=C1)[N+](=O)[O-] (2,6-Dimethyl-4-(2-nitrophenyl) pyridine-3,5-dicarboxylic acid 3-methyl ester 5-(tetrahydrofuran-2-ylmethyl) ester). Yield: 79.0%. As a reaction SMILES: [O:1]1[CH2:5][CH2:4][CH2:3][CH:2]1[CH2:6][O:7][C:8]([C:10]1[CH:11]([C:22]2[CH:27]=[CH:26][CH:25]=[CH:24][C:23]=2[N+:28]([O-:30])=[O:29])[C:12]([C:18]([O:20][CH3:21])=[O:19])=[C:13]([CH3:17])[NH:14][C:15]=1[CH3:16])=[O:9].[NH4+].[OH-]>C(O)(=O)C>[O:1]1[CH2:5][CH2:4][CH2:3][CH:2]1[CH2:6][O:7][C:8]([C:10]1[C:11]([C:22]2[CH:27]=[CH:26][CH:25]=[CH:24][C:23]=2[N+:28]([O-:30])=[O:29])=[C:12]([C:18]([O:20][CH3:21])=[O:19])[C:13]([CH3:17])=[N:14][C:15]=1[CH3:16])=[O:9] |f:1.2|. Procedure details: To a solution of 30 g (0.07 mol) of 2,6-dimethyl-4-(2-nitrophenyl)-1,4-dihydropyridine-3,5-dicarboxylic acid 3-methyl ester 5-(tetrahydrofuran-2-ylmethyl) ester in 72 ml of acetic acid, heated to reflux, 7.2 g (0.07 mol) of CrO3 were portionwise added. After the addition was complete, reflux was maintained for one additional hour. The reaction mixture was then slowly poured on ice-cooled aq NH4OH (150 ml). The mixture separated in two phases, and it was evacuated with CH2Cl2 (3×100 ml). The orga...